This data is from the Open Reaction Database (ORD), a public repository of structured organic reaction records. The task is: describe an organic reaction: reactants, conditions, products, and yield The reactants are NC1=CC=C(C=C1)C1=CC=CC=C1 (4-aminobiphenyl), ClC=1C=C(C=CC1)I (m-chloroiodobenzene), C([O-])([O-])=O.[K+].[K+] (potassium carbonate). The reagents and catalysts are [Cu] (copper bronze). Run in CS(=O)C (dimethyl sulfoxide). Reaction conditions: temperature 110 celsius, time 48 hour. Product: ClC=1C=C(C=CC1)N(C1=CC=C(C=C1)C1=CC=CC=C1)C1=CC(=CC=C1)Cl (bis(m-chlorophenyl)-4-biphenylylamine). As a reaction SMILES: [NH2:1][C:2]1[CH:7]=[CH:6][C:5]([C:8]2[CH:13]=[CH:12][CH:11]=[CH:10][CH:9]=2)=[CH:4][CH:3]=1.[Cl:14][C:15]1[CH:16]=[C:17](I)[CH:18]=[CH:19][CH:20]=1.C(=O)([O-])[O-].[K+].[K+]>CS(C)=O.[Cu]>[Cl:14][C:15]1[CH:16]=[C:17]([N:1]([C:19]2[CH:18]=[CH:17][CH:16]=[C:15]([Cl:14])[CH:20]=2)[C:2]2[CH:3]=[CH:4][C:5]([C:8]3[CH:13]=[CH:12][CH:11]=[CH:10][CH:9]=3)=[CH:6][CH:7]=2)[CH:18]=[CH:19][CH:20]=1 |f:2.3.4|. Reported procedure: A mixture of 5.3 grams of 4-aminobiphenyl, 25.0 grams of m-chloroiodobenzene and 16.5 grams of potassium carbonate in 150 milliliters of dimethyl sulfoxide was mechanically stirred and heated to 110° C. in a round-bottomed flask fitted with a reflux condenser under a nitrogen atmosphere. Subsequently, 9.5 grams of copper bronze powder was added, and the temperature of the reaction mixture was raised to 170° C. After 48 hours, the reaction mixture was filtered while still hot, and the filtrate wa... The reactants are CC1=CN(C(=O)NC1=O)[C@H]2C[C@@H]([C@H](O2)COP(=O)(O)O)N=[N+]=[N-] (AZTMP), P(=O)(O)(O)OCC(CSCCCCCCCCCCCCCCCCCC)OC(CCCCCCCCCCCCCCC)=O (rac-1-S-octadecyl-2-O-palmitoyl-1-thioglycerol 3-phosphate). Solvent: N1=CC=CC=C1 (pyridine). Reaction conditions: time 8 hour. The product is P(O)(=O)(OP(=O)(O)O)OC[C@@H]1[C@H](C[C@@H](O1)N1C(=O)NC(=O)C(C)=C1)N=[N+]=[N-].C(CCCCCCCCCCCCCCCCC)SCC(OC(CCCCCCCCCCCCCCC)=O)CO (3'-Azido-3'-deoxythymidine-5'-diphosphate rac-1-S-octadecyl-O-palmitoyl-1-thioglycerol). Yield: 27.0%. As a reaction SMILES: [CH3:1][C:2]1[C:8](=[O:9])[NH:7][C:5](=[O:6])[N:4]([C@@H:10]2[O:14][C@H:13]([CH2:15][O:16][P:17]([OH:20])([OH:19])=[O:18])[C@@H:12]([N:21]=[N+:22]=[N-:23])[CH2:11]2)[CH:3]=1.[P:24]([O:28][CH2:29][CH:30]([O:51][C:52](=[O:68])[CH2:53][CH2:54][CH2:55][CH2:56][CH2:57][CH2:58][CH2:59][CH2:60][CH2:61][CH2:62][CH2:63][CH2:64][CH2:65][CH2:66][CH3:67])[CH2:31][S:32][CH2:33][CH2:34][CH2:35][CH2:36][CH2:37][CH2:38][CH2:39][CH2:40][CH2:41][CH2:42][CH2:43][CH2:44][CH2:45][CH2:46][CH2:47][CH2:48][CH2:49][CH3:50])([OH:27])([OH:26])=[O:25]>N1C=CC=CC=1>[P:17]([O:16][CH2:15][C@H:13]1[O:14][C@@H:10]([N:4]2[CH:3]=[C:2]([CH3:1])[C:8](=[O:9])[NH:7][C:5]2=[O:6])[CH2:11][C@@H:12]1[N:21]=[N+:22]=[N-:23])([O:19][P:24]([OH:27])([OH:26])=[O:25])(=[O:20])[OH:18].[CH2:33]([S:32][CH2:31][CH:30]([CH2:29][OH:28])[O:51][C:52](=[O:68])[CH2:53][CH2:54][CH2:55][CH2:56][CH2:57][CH2:58][CH2:59][CH2:60][CH2:61][CH2:62][CH2:63][CH2:64][CH2:65][CH2:66][CH3:67])[CH2:34][CH2:35][CH2:36][CH2:37][CH2:38][CH2:39][CH2:40][CH2:41][CH2:42][CH2:43][CH2:44][CH2:45][CH2:46][CH2:47][CH2:48][CH2:49][CH3:50] |f:3.4|. Reported procedure: An anhydrous mixture of 1.42 g (2.0 mmol) of AZTMP morpholidate prepared by the process detailed in Hong et al. Biochem. Biophys. Res. Commun. 94, 1169 (1980) and 1.70 g (2.5 mmol) of rac-1-S-octadecyl-2-O-palmitoyl-1-thioglycerol 3-phosphate (Hong et al. J. Med. Chem. 33, 1380, 1990) in 100 ml of anhydrous pyridine was stirred at room temperature for 7 days and then evaporated to dryness. The residue was co-evaporated with toluene to remove the residual pyridine and dissolved in 200 ml of CHCl3... Procedure: To 4-(2-amino-6-{[(2-chlorophenyl)methyl]amino}-4-pyrimidinyl)-2-fluorobenzonitrile (800 mg, 2.27 mmol) in ethanol (2 mL) was added hydrazine monohydrate (3 mL, 74 mmol), and the reaction mixture was heated to 100° C. for 1 hour in a BiotageInitiator® microwave synthesizer. Upon cooling, the reaction mixture was concentrated in vacuum and purified by RPHPLC (BiotageSP1) (gradient: 30% CH3CN/H2O to 60% CH3CN/H2O) to afford the title compound (151 mg) as an off-white solid. LC-MS (ES) m/z=366 [M+H... The reactants are NC1=NC(=CC(=N1)C1=CC(=C(C#N)C=C1)F)NCC1=C(C=CC=C1)Cl (4-(2-amino-6-{[(2-chlorophenyl)methyl]amino}-4-pyrimidinyl)-2-fluorobenzonitrile), O.NN (hydrazine monohydrate). The product is NC1=NNC2=CC(=CC=C12)C1=CC(=NC(=N1)N)NCC1=C(C=CC=C1)Cl (6-(3-Amino-1H-indazol-6-yl)-N4-[(2-chlorophenyl)methyl]-2,4-pyrimidinediamine). Yield: 18.2%. As a reaction SMILES: [NH2:1][C:2]1[N:7]=[C:6]([C:8]2[CH:15]=[CH:14][C:11]([C:12]#[N:13])=[C:10](F)[CH:9]=2)[CH:5]=[C:4]([NH:17][CH2:18][C:19]2[CH:24]=[CH:23][CH:22]=[CH:21][C:20]=2[Cl:25])[N:3]=1.O.[NH2:27][NH2:28]>C(O)C>[NH2:13][C:12]1[C:11]2[C:10](=[CH:9][C:8]([C:6]3[N:7]=[C:2]([NH2:1])[N:3]=[C:4]([NH:17][CH2:18][C:19]4[CH:24]=[CH:23][CH:22]=[CH:21][C:20]=4[Cl:25])[CH:5]=3)=[CH:15][CH:14]=2)[NH:28][N:27]=1 |f:1.2|. Run in C(C)O (ethanol). Reaction conditions: temperature 100 celsius.